This data is from the Open Reaction Database (ORD), a public repository of structured organic reaction records. The task is: describe an organic reaction: reactants, conditions, products, and yield Reactants: N1C=CC=2C1=CN=C(C2)C(=O)OCC (ethyl 1H-pyrrolo[2,3-c]pyridine-5-carboxylate), [H-].[Na+] (sodium hydride), FC1=C(CBr)C=CC(=C1)F (2,4-difluorobenzyl bromide), CN(C)C=O (DMF), FC1=C(CN2C=CC=3C2=CN=C(C3)C(=O)OCC)C=CC(=C1)F (Ethyl 1-(2,4-difluorobenzyl)-1H-pyrrolo[2,3-c]pyridine-5-carboxylate). Run at time 16 hour. The product is FC1=C(CN2C=CC=3C2=CN=C(C3)C(=O)NO)C=CC(=C1)F (1-(2,4-Difluorobenzyl)-N-hydroxy-1H-pyrrolo[2,3-c]pyridine-5-carboxamide). Yield: 48.0%. Reaction SMILES: FC1C=C(F)C=CC=1C[N:5]1[C:9]2=[CH:10][N:11]=[C:12](C(OCC)=O)[CH:13]=[C:8]2[CH:7]=[CH:6]1.N1C2=CN=C(C(OCC)=[O:34])C=C2C=C1.[H-].[Na+].[F:40][C:41]1[CH:48]=[C:47]([F:49])[CH:46]=[CH:45][C:42]=1[CH2:43]Br.C[N:51]([CH:53]=[O:54])C>>[F:40][C:41]1[CH:48]=[C:47]([F:49])[CH:46]=[CH:45][C:42]=1[CH2:43][N:5]1[C:9]2=[CH:10][N:11]=[C:12]([C:53]([NH:51][OH:34])=[O:54])[CH:13]=[C:8]2[CH:7]=[CH:6]1 |f:2.3|. Reported procedure: Ethyl 1-(2,4-difluorobenzyl)-1H-pyrrolo[2,3-c]pyridine-5-carboxylate. To a stirred solution of ethyl 1H-pyrrolo[2,3-c]pyridine-5-carboxylate [prepared according to M. Dekhane, P. Potier, R. H. Dodd, Tetrahedron, 1993, 49, 8139–8146] (0.50 g, 2.63 mmol) in DMF (10 mL) under a nitrogen atmosphere was added sodium hydride (0.087 g, 80% in mineral oil, 2.89 mmol) and 2,4-difluorobenzyl bromide (0.60 g, 2.89 mmol). The resulting mixture was stirred for 16 hours at ambient temperature. It was quenched... Reactants: CC(=O)Nc1ccc(C=O)cc1, C1CCNCC1, CC(=O)O, Cc1ccccc1, O=C(CC(=O)C1CC1)C1CC1. The product is CC(=O)Nc1ccc(C=C(C(=O)C2CC2)C(=O)C2CC2)cc1. RXN SMILES: [C:1]([CH3:2])(=[O:3])[NH:4][c:5]1[cH:6][cH:7][c:8]([CH:9]=[O:10])[cH:11][cH:12]1.[CH2:24]1[CH2:25][CH2:26][NH:27][CH2:28][CH2:29]1.[CH3:30][C:31](=[O:32])[OH:33].[CH3:34][c:35]1[cH:36][cH:37][cH:38][cH:39][cH:40]1.[CH:13]1([C:16]([CH2:17][C:18](=[O:19])[CH:20]2[CH2:21][CH2:22]2)=[O:23])[CH2:14][CH2:15]1>>[C:1]([CH3:2])(=[O:3])[NH:4][c:5]1[cH:6][cH:7][c:8]([CH:9]=[C:17]([C:16]([CH:13]2[CH2:14][CH2:15]2)=[O:23])[C:18](=[O:19])[CH:20]2[CH2:21][CH2:22]2)[cH:11][cH:12]1.